Dataset: the Open Reaction Database (ORD), a public repository of structured organic reaction records. Task: describe an organic reaction: reactants, conditions, products, and yield Starting materials: C(C)(C)[N-]C(C)C.[Li+] (lithium diisopropylamide), C1(=CC=CC=C1)S(=O)(=O)N1C=CC=2C1=NC=C(C2)CC2OC(OC2)(C)C (1-benzenesulfonyl-5-(2,2-dimethyl-[1,3]dioxolan-4-ylmethyl)-1H-pyrrolo[2,3-b]pyridine), C(CCC)[Li] (n-butyllithium), CCCCCC (n-hexane), C(C)(C)NC(C)C (diisopropylamine), C1(CCCC1)C=O (cyclopentanecarbaldehyde). Run in O1CCCC1 (tetrahydrofuran), O1CCCC1 (tetrahydrofuran). Run at temperature -78 celsius, time 5 minute. Yields the product C1(=CC=CC=C1)S(=O)(=O)N1C(=CC=2C1=NC=C(C2)CC2OC(OC2)(C)C)C(CC2CCCC2)O (1-[1-benzenesulfonyl-5-(2,2-dimethyl-[1,3]dioxolan-4-ylmethyl)-1H-pyrrolo[2,3-b]pyridin-2-yl]-2-cyclopentyl-ethanol). The yield is 22.0%. As a reaction SMILES: [C:1]1([S:7]([N:10]2[C:14]3=[N:15][CH:16]=[C:17]([CH2:19][CH:20]4[CH2:24][O:23][C:22]([CH3:26])([CH3:25])[O:21]4)[CH:18]=[C:13]3[CH:12]=[CH:11]2)(=[O:9])=[O:8])[CH:6]=[CH:5][CH:4]=[CH:3][CH:2]=1.C([N-][CH:31]([CH3:33])[CH3:32])(C)C.[Li+].C([Li])C[CH2:37][CH3:38].CCCCCC.C(NC(C)C)(C)C.[CH:53]1([CH:58]=[O:59])CCCC1>O1CCCC1>[C:1]1([S:7]([N:10]2[C:14]3=[N:15][CH:16]=[C:17]([CH2:19][CH:20]4[CH2:24][O:23][C:22]([CH3:26])([CH3:25])[O:21]4)[CH:18]=[C:13]3[CH:12]=[C:11]2[CH:58]([OH:59])[CH2:53][CH:32]2[CH2:31][CH2:33][CH2:38][CH2:37]2)(=[O:9])=[O:8])[CH:2]=[CH:3][CH:4]=[CH:5][CH:6]=1 |f:1.2|. Reported procedure: To a suspension of 1-benzenesulfonyl-5-(2,2-dimethyl-[1,3]dioxolan-4-ylmethyl)-1H-pyrrolo[2,3-b]pyridine (3 g, 8.06 mmol) in dry tetrahydrofuran (40 mL) at −78° C. was added freshly prepared lithium diisopropylamide [prepared by adding 1.6 M n-butyllithium in n-hexane (8.1 mL, 13.0 mmol) to a 0° C. solution of diisopropylamine (2 mL, 13.8 mmol) in dry tetrahydrofuran (20 mL)] dropwise. The mixture was stirred at −78° C. for 5 min and then cyclopentanecarbaldehyde (1.35 g, 13.0 mmol) was added dr... Reactants: 12, N1C(=NCC1)NC(C)C(C1=CC=CC=C1)O (α-[1-(2-imidazolin-2-ylamino)ethyl]benzyl alcohol), S(O)(O)(=O)=O (sulfuric acid), [OH-].[Na+] (sodium hydroxide). Product: CC1NC=2N(C1C1=CC=CC=C1)CCN2 (2,3,5,6-tetrahydro-2-methyl-3-phenyl-1H-imidazo[1,2-a]imidazole). Reaction SMILES: [NH:1]1[CH2:5][CH2:4][N:3]=[C:2]1[NH:6][CH:7]([CH:9](O)[C:10]1[CH:15]=[CH:14][CH:13]=[CH:12][CH:11]=1)[CH3:8].S(=O)(=O)(O)O.[OH-].[Na+]>>[CH3:8][CH:7]1[CH:9]([C:10]2[CH:15]=[CH:14][CH:13]=[CH:12][CH:11]=2)[N:3]2[CH2:4][CH2:5][N:1]=[C:2]2[NH:6]1 |f:2.3|. Reported procedure: A solution of 12 parts of the oily α-[1-(2-imidazolin-2-ylamino)ethyl]benzyl alcohol in 40 parts of sulfuric acid solution 80% is stirred for 3 hours at room temperature. The reaction mixture is poured onto crushed ice. The whole is alkalized with sodium hydroxide solution and the product is extracted with toluene. The extract is dried, filtered and evaporated. The residue is washed with acetone and dried, yielding 2,3,5,6-tetrahydro-2-methyl-3-phenyl-1H-imidazo[1,2-a]imidazole; m.p. 179.4°C. Reactants: C(CCC)(=O)O[C@@H]1CC23[C@H](C[C@H]4[C@@H]5CC[C@H]([C@@H](CCCC(C)C)C)[C@]5(CC[C@@H]4[C@]2(CC1)C)C)O3 (5,6α-epoxicholestan-3β-yl butyrate), NCCC1=CNC=N1 (histamine), C(CCC)O (1-Butanol). The solvent is COC(C)(C)C (methyl-tertbutyl-ether). The product is C(CCC)(=O)O[C@@H]1C[C@@]2([C@@H](C[C@H]3[C@@H]4CC[C@H]([C@@H](CCCC(C)C)C)[C@]4(CC[C@@H]3[C@]2(CC1)C)C)NCCC=1N=CNC1)O (5α-Hydroxy-6β-[2-(1H-imidazol-4-yl)-ethylamino]-cholestan-3β-yl butyrate). Isolated yield 60.4%. RXN SMILES: [C:1]([O:6][C@H:7]1[CH2:31][CH2:30][C@@:29]2([CH3:32])[C:9]3([O:34][C@H:10]3[CH2:11][C@@H:12]3[C@@H:28]2[CH2:27][CH2:26][C@@:25]2([CH3:33])[C@H:13]3[CH2:14][CH2:15][C@@H:16]2[C@H:17]([CH3:24])[CH2:18][CH2:19][CH2:20][CH:21]([CH3:23])[CH3:22])[CH2:8]1)(=[O:5])[CH2:2][CH2:3][CH3:4].[NH2:35][CH2:36][CH2:37][C:38]1[N:42]=[CH:41][NH:40][CH:39]=1.C(O)CCC>COC(C)(C)C>[C:1]([O:6][C@H:7]1[CH2:31][CH2:30][C@@:29]2([CH3:32])[C@@:9]([OH:34])([C@H:10]([NH:35][CH2:36][CH2:37][C:38]3[N:42]=[CH:41][NH:40][CH:39]=3)[CH2:11][C@@H:12]3[C@@H:28]2[CH2:27][CH2:26][C@@:25]2([CH3:33])[C@H:13]3[CH2:14][CH2:15][C@@H:16]2[C@H:17]([CH3:24])[CH2:18][CH2:19][CH2:20][CH:21]([CH3:23])[CH3:22])[CH2:8]1)(=[O:5])[CH2:2][CH2:3][CH3:4]. Reported procedure: 5,6α-epoxicholestan-3β-yl butyrate (10.4 g, 22.1 mmol, 1 eq) and histamine (4.9 g, 44.1 mmol, 2 eq) were charged in a round-bottomed flask equipped with a magnetic stirrer bar. 1-Butanol (70 ml, 5 vol) was added and the mixture heated to reflux for 40 h. The reaction mixture was cooled at r.t., diluted with methyl-tertbutyl-ether (5 vol) and washed with water (5 vol) and with brine (5 vol). The organic layer was passed through a silica pad (40 g) eluted with methyl-tertbutyl-ether (3 vol) then 1...